Dataset: the Open Reaction Database (ORD), a public repository of structured organic reaction records. Task: describe an organic reaction: reactants, conditions, products, and yield Starting materials: Cl.NO (Hydroxylamine hydrochloride), C(C)OC(=C(C#N)C#N)C1=CC=CC=C1 (2-(ethoxy-phenyl-methylene)-malononitrile), [OH-].[Na+] (sodium hydroxide), C(C)O (ethanol). Solvent: O (water). Reaction conditions: temperature 50 celsius. Yields the product NC1=C(C(=NO1)C1=CC=CC=C1)C#N (5-Amino-3-phenyl-isoxazole-4-carbonitrile). Reaction SMILES: Cl.[NH2:2][OH:3].[OH-].[Na+].C(O)C.C(O[C:12]([C:18]1[CH:23]=[CH:22][CH:21]=[CH:20][CH:19]=1)=[C:13]([C:16]#[N:17])[C:14]#[N:15])C>O>[NH2:15][C:14]1[O:3][N:2]=[C:12]([C:18]2[CH:23]=[CH:22][CH:21]=[CH:20][CH:19]=2)[C:13]=1[C:16]#[N:17] |f:0.1,2.3|. Procedure details: Hydroxylamine hydrochloride was suspended in water (30 ml) and sodium hydroxide (4.4 g, 0.11 mole) and then ethanol (40 ml) was added, followed by batchwise addition of 2-(ethoxy-phenyl-methylene)-malononitrile (21.7 g, 0.11 mole). The reaction mixture was heated to 50° C. for 2 hours. The ethanol was removed under vacuum and the precipitate was filtered. The precipitate was redissolved in 50% ethyl acetate/hexanes and chromatographed on silica gel to give 8.2 g of product after removal of solve... The reactants are C(C)OCCO (2-ethoxyethanol), [H-].[Na+] (sodium hydride), C1(CCCC1)N1C(C(=CC2=C1N=C(N=C2)SC)F)=O (8-cyclopentyl-6-fluoro-2-methylsulfanyl-8H-pyrido[2,3-d]pyrimidin-7-one). Run in C1CCOC1 (THF). Run at time 30 minute. The product is C1(CCCC1)N1C(C(=CC2=C1N=C(N=C2)SC)OCCOCC)=O (8-cyclopentyl-6-(2-ethoxy-ethoxy)-2-methylsulfanyl-8H-pyrido[2,3-d]pyrimidin-7-one). RXN SMILES: [H-].[Na+].[CH2:3]([O:5][CH2:6][CH2:7][OH:8])[CH3:4].[CH:9]1([N:14]2[C:19]3[N:20]=[C:21]([S:24][CH3:25])[N:22]=[CH:23][C:18]=3[CH:17]=[C:16](F)[C:15]2=[O:27])[CH2:13][CH2:12][CH2:11][CH2:10]1>C1COCC1>[CH:9]1([N:14]2[C:19]3[N:20]=[C:21]([S:24][CH3:25])[N:22]=[CH:23][C:18]=3[CH:17]=[C:16]([O:8][CH2:7][CH2:6][O:5][CH2:3][CH3:4])[C:15]2=[O:27])[CH2:13][CH2:12][CH2:11][CH2:10]1 |f:0.1|. Procedure: To a suspension of sodium hydride (45 mg, 1.1 mmol, 60% oil dispersion) in THF (10 mL), under nitrogen, was added 2-ethoxyethanol (113 mg, 1.25 mmol). The reaction mixture was stirred at RT for 30 min. To this mixture, 8-cyclopentyl-6-fluoro-2-methylsulfanyl-8H-pyrido[2,3-d]pyrimidin-7-one was added. The reaction mixture was then heated to reflux and stirred overnight. The cooled solution was quenched with water (25 mL) and extracted with ethyl acetate (50 mL). The organic layer was subsequently... Reaction SMILES: [Br:1][c:2]1[c:3]([OH:12])[c:4]2[c:9]([cH:10][cH:11]1)[CH2:8][CH2:7][CH2:6][CH2:5]2.[C:15](=[O:16])([O-:17])[O-:18].[I:13][CH3:14].[K+:19].[K+:20].[O:22]=[CH:23][N:24]([CH3:25])[CH3:26].[OH2:21]>>[Br:1][c:2]1[c:3]([O:12][CH3:15])[c:4]2[c:9]([cH:10][cH:11]1)[CH2:8][CH2:7][CH2:6][CH2:5]2. The reactants are Oc1c(Br)ccc2c1CCCC2, O=C([O-])[O-], CI, [K+], [K+], CN(C)C=O, O. The product is COc1c(Br)ccc2c1CCCC2. Starting materials: N1(C=NC=C1)CCOC=1C=C2CCCC(C2=CC1)=O (6-[2-(1H-1-imidazolyl)ethoxy]-1,2,3,4-tetrahydro-1-naphthalenone), cyclohexylaldehyde, C(Cl)Cl (CH2Cl2). The solvent is [OH-].[K+] (KOH), CCO (EtOH). Run at time 3 day. Yields the product Cl.C1(CCCCC1)\C=C/1\C(C2=CC=C(C=C2CC1)OCCN1C=NC=C1)=O (2-[(E)-1-Cyclohexylmethylidene]-6-[2-(1H-1-imidazolyl)ethoxy]-1,2,3,4-tetrahydro-1-naphthalenone, hydrochloride). Isolated yield 10.0%. As a reaction SMILES: [N:1]1([CH2:6][CH2:7][O:8][C:9]2[CH:10]=[C:11]3[C:16](=[CH:17][CH:18]=2)[C:15](=[O:19])[CH2:14][CH2:13][CH2:12]3)[CH:5]=[CH:4][N:3]=[CH:2]1.C(Cl)[Cl:21]>[OH-].[K+].CCO>[ClH:21].[CH:11]1(/[CH:12]=[C:14]2/[C:15](=[O:19])[C:16]3[C:11]([CH2:12][CH2:13]/2)=[CH:10][C:9]([O:8][CH2:7][CH2:6][N:1]2[CH:5]=[CH:4][N:3]=[CH:2]2)=[CH:18][CH:17]=3)[CH2:16][CH2:17][CH2:18][CH2:9][CH2:10]1 |f:2.3,5.6|. Reported procedure: A solution of 0.2 g (0.8 mmol) of 6-[2-(1H-1-imidazolyl)ethoxy]-1,2,3,4-tetrahydro-1-naphthalenone in 2 mL of 4% KOH in EtOH was treated with 0.1 mL (0.8 mmol) of cyclohexylaldehyde and the solution allowed to stir at room temperature for 3 days. The solution was diluted with CH2Cl2 and the layers separated. The CH2Cl2 was washed with saturated NaCl and dried over MgSO4. The CH2Cl2 was treated with HCl gas and the solvent removed. The residue was taken up in H2O and freeze-dried. There was obtai... The reagents and catalysts are [OH-].[OH-].[Pd+2] (Pd(OH)2). Solvent: CO (methanol). RXN SMILES: C([N:8]1[CH2:13][CH2:12][C:11]([OH:18])([C:14]([O:16][CH3:17])=[O:15])[CH2:10][CH2:9]1)C1C=CC=CC=1>CO.[OH-].[OH-].[Pd+2]>[OH:18][C:11]1([C:14]([O:16][CH3:17])=[O:15])[CH2:10][CH2:9][NH:8][CH2:13][CH2:12]1 |f:2.3.4|. The product is OC1(CCNCC1)C(=O)OC (methyl 4-hydroxy-4-piperidinecarboxylate). Reported procedure: Methyl 1-benzyl-4-hydroxy-4-piperidinecarboxylate in methanol was treated with Pd(OH)2 (20% on carbon, 500 mg) under a hydrogen atmosphere. The mixture was allowed to stir at room temperature for 12 hours, filtered, and the filtrate was concentrated under reduced pressure. Run at time 12 hour. The reactants are C(C1=CC=CC=C1)N1CCC(CC1)(C(=O)OC)O (Methyl 1-benzyl-4-hydroxy-4-piperidinecarboxylate).